From a dataset of the Open Reaction Database (ORD), a public repository of structured organic reaction records. describe an organic reaction: reactants, conditions, products, and yield Reactants: CCOC(C)=O, CC(C)=O, [I-], [Na+], O, COS(=O)(=O)CC1CCC2(CC1)OC(c1ccccc1)C(c1ccccc1)O2. Yields the product ICC1CCC2(CC1)OC(c1ccccc1)C(c1ccccc1)O2. As a reaction SMILES: [CH3:32][CH2:33][O:34][C:35](=[O:36])[CH3:37].[CH3:38][C:39](=[O:40])[CH3:41].[I-:30].[Na+:29].[OH2:31].[c:1]1([CH:7]2[O:8][C:9]3([O:10][CH:11]2[c:12]2[cH:13][cH:14][cH:15][cH:16][cH:17]2)[CH2:18][CH2:19][CH:20]([CH2:23][S:24]([O:25][CH3:26])(=[O:27])=[O:28])[CH2:21][CH2:22]3)[cH:2][cH:3][cH:4][cH:5][cH:6]1>>[c:1]1([CH:7]2[O:8][C:9]3([O:10][CH:11]2[c:12]2[cH:13][cH:14][cH:15][cH:16][cH:17]2)[CH2:18][CH2:19][CH:20]([CH2:23][I:30])[CH2:21][CH2:22]3)[cH:2][cH:3][cH:4][cH:5][cH:6]1. Starting materials: Cc1ccccc1C, CC(C)c1cc(Oc2ccccc2)cc(C(C)C)c1NC(N)=S. Product: CC(C)c1cc(Oc2ccccc2)cc(C(C)C)c1N=C=S. As a reaction SMILES: [CH3:24][c:25]1[c:26]([CH3:27])[cH:28][cH:29][cH:30][cH:31]1.[O:1]([c:2]1[cH:3][cH:4][cH:5][cH:6][cH:7]1)[c:8]1[cH:9][c:10]([CH:21]([CH3:22])[CH3:23])[c:11]([NH:17][C:18](=[S:19])[NH2:20])[c:12]([CH:14]([CH3:15])[CH3:16])[cH:13]1>>[O:1]([c:2]1[cH:3][cH:4][cH:5][cH:6][cH:7]1)[c:8]1[cH:9][c:10]([CH:21]([CH3:22])[CH3:23])[c:11]([N:17]=[C:18]=[S:19])[c:12]([CH:14]([CH3:15])[CH3:16])[cH:13]1. The reactants are CC(C)OC(=O)/N=N/C(=O)OC(C)C (Diisopropylazodicarboxylate), C(C=C)O (allyl alcohol), C1(=CC=CC=C1)P(C1=CC=CC=C1)C1=CC=CC=C1 (triphenylphosphine), resultant mixture, OC1=CC=C2C(=C(C(OC2=C1)=O)C1=CC=C(C=C1)C(F)(F)F)CC1=CC=C(C=C1)OCCN1CCCC1 (7-hydroxy-4-{(4-(2-pyrrolidinylethoxy)phenyl)methyl}-3-(4-(trifluoromethyl)phenyl)-2H-chromen-2-one). The solvent is O1CCCC1 (tetrahydrofuran), C(Cl)Cl (methylene chloride). Conditions: time 1 hour. Yields the product C(C=C)OC1=CC=C2C(=C(C(OC2=C1)=O)C1=CC=C(C=C1)C(F)(F)F)CC1=CC=C(C=C1)OCCN1CCCC1 (7-prop-2-enyloxy-4-{(4-(2-pyrrolidinylethoxy)phenyl)methyl}-3-(4-(trifluoromethyl) Phenyl)-2H-chromen-2-one). Yield: 40.0%. RXN SMILES: [OH:1][C:2]1[CH:11]=[C:10]2[C:5]([C:6]([CH2:23][C:24]3[CH:29]=[CH:28][C:27]([O:30][CH2:31][CH2:32][N:33]4[CH2:37][CH2:36][CH2:35][CH2:34]4)=[CH:26][CH:25]=3)=[C:7]([C:13]3[CH:18]=[CH:17][C:16]([C:19]([F:22])([F:21])[F:20])=[CH:15][CH:14]=3)[C:8](=[O:12])[O:9]2)=[CH:4][CH:3]=1.[CH2:38](O)[CH:39]=[CH2:40].C1(P(C2C=CC=CC=2)C2C=CC=CC=2)C=CC=CC=1.CC(OC(/N=N/C(OC(C)C)=O)=O)C>O1CCCC1.C(Cl)Cl>[CH2:40]([O:1][C:2]1[CH:11]=[C:10]2[C:5]([C:6]([CH2:23][C:24]3[CH:29]=[CH:28][C:27]([O:30][CH2:31][CH2:32][N:33]4[CH2:34][CH2:35][CH2:36][CH2:37]4)=[CH:26][CH:25]=3)=[C:7]([C:13]3[CH:18]=[CH:17][C:16]([C:19]([F:20])([F:21])[F:22])=[CH:15][CH:14]=3)[C:8](=[O:12])[O:9]2)=[CH:4][CH:3]=1)[CH:39]=[CH2:38]. Procedure: To a solution containing 7-hydroxy-4-{(4-(2-pyrrolidinylethoxy)phenyl)methyl}-3-(4-(trifluoromethyl)phenyl)-2H-chromen-2-one (0.550 g.) in tetrahydrofuran (6 mL) and methylene chloride (6 mL) was added allyl alcohol (0.226 mL) and triphenylphosphine (0.641 g.). Diisopropylazodicarboxylate (0.437 mL) was then added dropwise to the solution. The resultant mixture was allowed to stir for about one hour (or until the starting material was consumed). The solution was concentrated under reduced pressu... Starting materials: CN(C=O)C (N,N-dimethylformamide), C(C)OC(C1=CC(=CC=C1)O)=O (3-hydroxy-benzoic acid ethyl ester), C([O-])([O-])=O.[Cs+].[Cs+] (caesium carbonate), C(C)(C)(C)OC(NCC1=CC=C(C=C1)CNC(=O)C=1C(=NC=CC1)Cl)=O ((4-{[(2-Chloro-pyridine-3-carbonyl)-amino]-methyl}-benzyl)-carbamic acid tert-butyl ester), C(C)OC(C1=CC(=CC=C1)O)=O (3-hydroxy-benzoic acid ethyl ester), C([O-])([O-])=O.[Cs+].[Cs+] (caesium carbonate). Solvent: O1CCOCC1 (dioxan), O1CCOCC1 (dioxan). Conditions: temperature 70 celsius, time 22 hour. Product: C(C)OC(C1=CC=CC=C1)=O (benzoic acid ethyl ester). Yield: 0.1%. Reaction SMILES: C(OC(=O)NCC1C=CC(CNC(C2C(Cl)=NC=CC=2)=O)=CC=1)(C)(C)C.[CH2:27]([O:29][C:30](=[O:38])[C:31]1[CH:36]=[CH:35][CH:34]=[C:33](O)[CH:32]=1)[CH3:28].C(=O)([O-])[O-].[Cs+].[Cs+].CN(C)C=O>O1CCOCC1>[CH2:27]([O:29][C:30](=[O:38])[C:31]1[CH:36]=[CH:35][CH:34]=[CH:33][CH:32]=1)[CH3:28] |f:2.3.4|. Reported procedure: (4-{[(2-Chloro-pyridine-3-carbonyl)-amino]-methyl}-benzyl)-carbamic acid tert-butyl ester (12.0 g, 32.2 mmol) (see Preparation 7), 3-hydroxy-benzoic acid ethyl ester (6.42 g, 38.6 mmol) and caesium carbonate (15.7 g, 48.3 mmol) were stirred in dioxan (180 ml) at 70° C. under an atmosphere of nitrogen for 18 hours. Starting material remained, so a further aliquot of 3-hydroxy-benzoic acid ethyl ester (6.42 g, 38.6 mmol) and caesium carbonate (15.7 g, 48.3 mmol) were added along with dioxan (420 m... Product: Clc1c(SCc2ccccc2)nc2sccn12. Reactants: ClC(Cl)(Cl)Cl, c1ccc(CSc2cn3ccsc3n2)cc1, O=C1CCC(=O)N1Cl, ClCCl. As a reaction SMILES: [C:28]([Cl:29])([Cl:30])([Cl:31])[Cl:32].[CH2:1]([c:2]1[cH:3][cH:4][cH:5][cH:6][cH:7]1)[S:8][c:9]1[n:10][c:11]2[s:12][cH:13][cH:14][n:15]2[cH:16]1.[Cl:17][N:18]1[C:19](=[O:20])[CH2:21][CH2:22][C:23]1=[O:24].[Cl:25][CH2:26][Cl:27]>>[CH2:1]([c:2]1[cH:3][cH:4][cH:5][cH:6][cH:7]1)[S:8][c:9]1[n:10][c:11]2[s:12][cH:13][cH:14][n:15]2[c:16]1[Cl:17]. Starting materials: COc1ccccc1C(C)(O)c1cccc(-c2cccc(C(C)(C)C)c2OCc2ccccc2)c1, Cc1ccccc1, CCOC(C)=O, Cc1ccc(S(=O)(=O)O)cc1. Product: C=C(c1cccc(-c2cccc(C(C)(C)C)c2OCc2ccccc2)c1)c1ccccc1OC. RXN SMILES: [CH2:1]([c:2]1[cH:3][cH:4][cH:5][cH:6][cH:7]1)[O:8][c:9]1[c:10](-[c:19]2[cH:20][c:21]([C:25]([CH3:26])([OH:27])[c:28]3[c:29]([O:34][CH3:35])[cH:30][cH:31][cH:32][cH:33]3)[cH:22][cH:23][cH:24]2)[cH:11][cH:12][cH:13][c:14]1[C:15]([CH3:16])([CH3:17])[CH3:18].[CH3:47][c:48]1[cH:49][cH:50][cH:51][cH:52][cH:53]1.[CH3:54][CH2:55][O:56][C:57](=[O:58])[CH3:59].[c:36]1([CH3:37])[cH:38][cH:39][c:40]([S:41]([OH:42])(=[O:43])=[O:44])[cH:45][cH:46]1>>[CH2:1]([c:2]1[cH:3][cH:4][cH:5][cH:6][cH:7]1)[O:8][c:9]1[c:10](-[c:19]2[cH:20][c:21]([C:25](=[CH2:26])[c:28]3[c:29]([O:34][CH3:35])[cH:30][cH:31][cH:32][cH:33]3)[cH:22][cH:23][cH:24]2)[cH:11][cH:12][cH:13][c:14]1[C:15]([CH3:16])([CH3:17])[CH3:18]. Reactants: C1(CC1)N (cyclopropylamine), FC=1C=C(N)C=CC1OC1=C2C(=NC=C1)C=C(S2)C2=NC=C(C=C2)CN2CCOCC2 (3-Fluoro-4-(2-(5-(morpholinomethyl)pyridin-2-yl)thieno[3,2-b]pyridin-7-yloxy)aniline), CCN(C(C)C)C(C)C (DIPEA), ClC(Cl)(OC(OC(Cl)(Cl)Cl)=O)Cl (triphosgene). The solvent is C1CCOC1 (THF). Conditions: temperature 0 celsius, time 1 hour. Product: C1(CC1)NC(=O)NC1=CC(=C(C=C1)OC=1C2=C(C=CN1)C=C(S2)C2=NC=C(C=C2)CN2CCOCC2)F (1-Cyclopropyl-3-(3-fluoro-4-(2-(5-(morpholinomethyl)pyridin-2-yl)thieno[3,2-d]pyridin-7-yloxy)phenyl)urea). The yield is 37.2%. RXN SMILES: [F:1][C:2]1[CH:3]=[C:4]([CH:6]=[CH:7][C:8]=1[O:9][C:10]1C=CN=[C:12]2[CH:16]=[C:17]([C:19]3[CH:24]=[CH:23][C:22]([CH2:25][N:26]4[CH2:31][CH2:30][O:29][CH2:28][CH2:27]4)=[CH:21][N:20]=3)[S:18][C:11]=12)[NH2:5].CC[N:34]([CH:38]([CH3:40])[CH3:39])[CH:35](C)C.ClC(Cl)([O:44]C(=O)OC(Cl)(Cl)Cl)Cl.[CH:53]1([NH2:56])C[CH2:54]1>C1COCC1>[CH:38]1([NH:34][C:35]([NH:5][C:4]2[CH:6]=[CH:7][C:8]([O:9][C:10]3[C:11]4[S:18][C:17]([C:19]5[CH:24]=[CH:23][C:22]([CH2:25][N:26]6[CH2:27][CH2:28][O:29][CH2:30][CH2:31]6)=[CH:21][N:20]=5)=[CH:16][C:12]=4[CH:54]=[CH:53][N:56]=3)=[C:2]([F:1])[CH:3]=2)=[O:44])[CH2:39][CH2:40]1. Procedure details: The solution of aniline 359 (136 mg, 0.312 mmol) and DIPEA (0.218 mL, 1.246 mmol) in THF (6 mL) was cooled to 0° C., and then triphosgene (46.2 mg, 0.156 mmol) was added and the reaction mixture was stirred for 1 h at 0° C. followed by an addition of cyclopropylamine (89 mg, 1.558 mmol). The reaction mixture was stirred at r.t. for an additional 3 hrs then concentrated, partitioned between water and ethyl acetate. A thick solid was formed which was isolated by suction filtration, rinsed with wat...